This data is from the Open Reaction Database (ORD), a public repository of structured organic reaction records. The task is: describe an organic reaction: reactants, conditions, products, and yield Starting materials: Br, CC(=O)O, CC(C)(C)c1cc(-c2cccnc2OCc2ccccc2)cc2c(-c3ccc(N)nc3)coc12. Yields the product CC(C)(C)c1cc(-c2ccc[nH]c2=O)cc2c(-c3ccc(N)nc3)coc12. As a reaction SMILES: [BrH:35].[C:36]([OH:37])(=[O:38])[CH3:39].[CH2:1]([c:2]1[cH:3][cH:4][cH:5][cH:6][cH:7]1)[O:8][c:9]1[n:10][cH:11][cH:12][cH:13][c:14]1-[c:15]1[cH:16][c:17]([C:31]([CH3:32])([CH3:33])[CH3:34])[c:18]2[c:19]([c:20](-[c:23]3[cH:24][cH:25][c:26]([NH2:29])[n:27][cH:28]3)[cH:21][o:22]2)[cH:30]1>>[O:8]=[c:9]1[nH:10][cH:11][cH:12][cH:13][c:14]1-[c:15]1[cH:16][c:17]([C:31]([CH3:32])([CH3:33])[CH3:34])[c:18]2[c:19]([c:20](-[c:23]3[cH:24][cH:25][c:26]([NH2:29])[n:27][cH:28]3)[cH:21][o:22]2)[cH:30]1.